Task: describe an organic reaction: reactants, conditions, products, and yield. Dataset: the Open Reaction Database (ORD), a public repository of structured organic reaction records Reactants: CCN, O=Cc1c[nH]c2ccccc12. The product is CCNCc1c[nH]c2ccccc12. RXN SMILES: [CH3:1][CH2:2][NH2:3].[nH:4]1[cH:5][c:6]([CH:13]=[O:14])[c:7]2[cH:8][cH:9][cH:10][cH:11][c:12]12>>[CH3:1][CH2:2][NH:3][CH2:13][c:6]1[cH:5][nH:4][c:12]2[c:7]1[cH:8][cH:9][cH:10][cH:11]2. Starting materials: C1(CC=CC1)ON=C(C(=O)O)C=1N=C(SC1)NC=O (2-(3-Cyclopenten-1-yloxyimino)-2-(2-formamidothiazol-4-yl)acetic acid), C(C)(C)OC(C)C (diisopropyl ether), bis(trifluoroacetic acid), N[C@H]1[C@@H]2N(C(=C(CS2)C[N+]=2N(C=CC2)C)C(=O)[O-])C1=O (7β-amino-3-(2-methyl-1-pyrazolio)methyl-3-cephem-4-carboxylate), C[N+](=CCl)C.[Cl-] (Vilsmeier reagent), P(=O)(Cl)(Cl)Cl (phosphorus oxychloride). Solvent: C(C)(=O)OCC (ethyl acetate), O1CCCC1 (tetrahydrofuran), CN(C=O)C (N,N-dimethylformamide), O1CCCC1 (tetrahydrofuran). Run at time 1 hour. The product is CC1S([C@H]2N(C(=C1)C(=O)[O-])C(C2)=O)C[N+]=2NC=CC2 (2-methyl-1-pyrazoliomethyl-3-cephem-4-carboxylate). Reaction SMILES: C1(O[N:7]=[C:8](C2N=C(NC=O)SC=2)[C:9](O)=O)CC=CC1.[CH3:20][N+:21]([CH3:24])=CCl.[Cl-].P(Cl)(Cl)(Cl)=O.N[C@@H:32]1[C:49](=[O:50])[N:34]2[C:35]([C:46]([O-:48])=[O:47])=[C:36](C[N+]3N(C)C=CC=3)[CH2:37][S:38][C@H:33]12.[CH:51](OC(C)C)(C)C>O1CCCC1.C(OCC)(=O)C.CN(C)C=O>[CH3:51][CH:37]1[CH:36]=[C:35]([C:46]([O-:48])=[O:47])[N:34]2[C:49](=[O:50])[CH2:32][C@H:33]2[SH:38]1[CH2:20][N+:21]1[NH:7][CH:8]=[CH:9][CH:24]=1 |f:1.2|. Reported procedure: 2-(3-Cyclopenten-1-yloxyimino)-2-(2-formamidothiazol-4-yl)acetic acid (syn isomer, 2.0 g) in tetrahydrofuran (20 ml) was activated with Vilsmeier reagent prepared from N,N-dimethylformamide (0.66 ml) and phosphorus oxychloride (0.72 ml). To a solution of bis(trifluoroacetic acid) salts of 7β-amino-3-(2-methyl-1-pyrazolio)methyl-3-cephem-4-carboxylate (3.70 g) and N-mono(trimethylsilyl)acetanide (18.6 g) in tetrahydrofuran (37 ml) was added the activated acid solution obtained above under ice-coo... The reactants are COC(=O)C1C=CCN2C(=O)C(C)(CCOS(C)(=O)=O)C(=O)N12, CC(C)=O, [I-], [Na+]. Yields the product COC(=O)C1C=CCN2C(=O)C(C)(CCI)C(=O)N12. Reaction SMILES: [CH3:1][S:2]([O:3][CH2:6][CH2:7][C:8]1([CH3:23])[C:9](=[O:22])[N:10]2[N:11]([CH2:12][CH:13]=[CH:14][CH:15]2[C:16](=[O:17])[O:18][CH3:19])[C:20]1=[O:21])(=[O:4])=[O:5].[CH3:26][C:27](=[O:28])[CH3:29].[I-:25].[Na+:24]>>[CH2:6]([CH2:7][C:8]1([CH3:23])[C:9](=[O:22])[N:10]2[N:11]([CH2:12][CH:13]=[CH:14][CH:15]2[C:16](=[O:17])[O:18][CH3:19])[C:20]1=[O:21])[I:25]. The reactants are O=P(Cl)(Cl)Cl, CN1CCCN(C(=O)Nc2ccccc2Cc2ncc[nH]2)CC1. Yields the product CN1CCCN(C2=Nc3ccccc3Cc3nccn32)CC1. RXN SMILES: [P:24]([Cl:25])([Cl:26])([Cl:27])=[O:28].[nH:1]1[c:2]([CH2:6][c:7]2[c:8]([NH:13][C:14](=[O:15])[N:16]3[CH2:17][CH2:18][N:19]([CH3:23])[CH2:20][CH2:21][CH2:22]3)[cH:9][cH:10][cH:11][cH:12]2)[n:3][cH:4][cH:5]1>>[n:1]1[c:2]2[n:3]([cH:4][cH:5]1)[C:14]([N:16]1[CH2:17][CH2:18][N:19]([CH3:23])[CH2:20][CH2:21][CH2:22]1)=[N:13][c:8]1[c:7]([cH:12][cH:11][cH:10][cH:9]1)[CH2:6]2. Reactants: C(Cl)Cl (CH2Cl2), C(C)(C)(C)OC(N(C)[C@@H](CC(C)C)C(NCCCC(C1=CC=C(C=C1)F)C1=CC=C(C=C1)F)=O)=O ((S)-{1-[4,4-bis-(4-fluoro-phenyl)-butylcarbamoyl]-3-methyl-butyl}-methyl-carbamic acid tert-butyl ester), FC(C(=O)O)(F)F (trifluoroacetic acid), C(Cl)Cl (CH2Cl2). Reaction conditions: time 25 minute. Yields the product Cl.FC1=CC=C(C=C1)C(CCCNC([C@H](CC(C)C)NC)=O)C1=CC=C(C=C1)F ((S)-4-Methyl-2-methylamino-pentanoic acid [4,4-bis-(4-fluoro-phenyl)-butyl]-amide monohydrochloride). As a reaction SMILES: C(O[C:6](=O)[N:7]([C@H:9]([C:14](=[O:34])[NH:15][CH2:16][CH2:17][CH2:18][CH:19]([C:27]1[CH:32]=[CH:31][C:30]([F:33])=[CH:29][CH:28]=1)[C:20]1[CH:25]=[CH:24][C:23]([F:26])=[CH:22][CH:21]=1)[CH2:10][CH:11]([CH3:13])[CH3:12])C)(C)(C)C.FC(F)(F)C(O)=O.C(Cl)[Cl:44]>>[ClH:44].[F:26][C:23]1[CH:22]=[CH:21][C:20]([CH:19]([C:27]2[CH:32]=[CH:31][C:30]([F:33])=[CH:29][CH:28]=2)[CH2:18][CH2:17][CH2:16][NH:15][C:14](=[O:34])[C@@H:9]([NH:7][CH3:6])[CH2:10][CH:11]([CH3:13])[CH3:12])=[CH:25][CH:24]=1 |f:3.4|. Procedure: To a solution of (S)-{1-[4,4-bis-(4-fluoro-phenyl)-butylcarbamoyl]-3-methyl-butyl}-methyl-carbamic acid tert-butyl ester in CH2Cl2 (15 mL) was added trifluoroacetic acid (5 mL) at ambient temperature under nitrogen atmosphere. The resulting reaction mixture was stirred for 25 minutes, then concentrated in vacuo. The viscous oil obtained was dissolved in 60 mL of CH2Cl2 and successively washed with saturated aqueous NaHCO3 solution (2×60 mL), brine (2×60 mL), and was dried over Na2SO4. The CH2Cl2... The reactants are ClC=1C=C(C=C(C1)Cl)NCC(=O)N1CC(CCCC1)NC=1C2=C(N=CN1)NC=C2 (2-(3,5-dichlorophenylamino)-1-(3-(7H-pyrrolo[2,3-d]pyrimidin-4-ylamino) azepan-1-yl) ethanone), CO (MeOH). Run in C(Cl)Cl (CH2Cl2). The product is N1=CN=C(C2=C1NC=C2)NC2CN(C2)C(CNC2=CC(=CC(=C2)Cl)Cl)=O (1-(3-(7H-pyrrolo[2,3-d]pyrimidin-4-ylamino)azetidin-1-yl)-2-(3,5-dichlorophenylamino)ethanone). Yield: 51.0%. Reaction SMILES: [Cl:1][C:2]1[CH:3]=[C:4]([NH:9][CH2:10][C:11]([N:13]2[CH2:19]CCC[CH:15]([NH:20][C:21]3[C:22]4[CH:29]=[CH:28][NH:27][C:23]=4[N:24]=[CH:25][N:26]=3)[CH2:14]2)=[O:12])[CH:5]=[C:6]([Cl:8])[CH:7]=1.CO>C(Cl)Cl>[N:24]1[C:23]2[NH:27][CH:28]=[CH:29][C:22]=2[C:21]([NH:20][CH:15]2[CH2:14][N:13]([C:11](=[O:12])[CH2:10][NH:9][C:4]3[CH:3]=[C:2]([Cl:1])[CH:7]=[C:6]([Cl:8])[CH:5]=3)[CH2:19]2)=[N:26][CH:25]=1. Reported procedure: A similar procedure was used as describe for the synthesis of 2-(3,5-dichlorophenylamino)-1-(3-(7H-pyrrolo[2,3-d]pyrimidin-4-ylamino) azepan-1-yl) ethanone to give a residue, that was subjected to column chromatography (silica gel, gradient MeOH in CH2Cl2) to afford (107 mg, 51%) the titled compound. 1H NMR (DMSO-d6, 400 MHz): 11.70 (s, 1H), 8.14 (s, 1H), 7.96 (d, J=2.0 Hz, 1H), 7.16 (s, 1H), 6.64 (s, 3H), 6.56 (s, 1H), 6.40 (bs, 1H), 4.94-4.80 (m, 1H), 4.58 (t, J=8.0 Hz, 1H), 4.30 (t, J=8.0 Hz,...